Task: describe an organic reaction: reactants, conditions, products, and yield. Dataset: the Open Reaction Database (ORD), a public repository of structured organic reaction records The reactants are Cl.ClC1=CC(=C(C(=C1)C)S(=O)(=O)N1C(CNCC1)=O)[N+](=O)[O-] (1-(4-chloro-6-methyl-2-nitro-benzenesulfonyl)-piperazin-2-one HCl salt), N1(C(=O)NC(=O)C(C)=C1)CC(=O)O ((thymin-1-yl)-acetic acid). The product is ClC1=CC(=C(C(=C1)C)S(=O)(=O)N1C(CN(CC1)C(CN1C(=O)NC(=O)C(C)=C1)=O)=O)[N+](=O)[O-] (1-(4-Chloro-6-methyl-2-nitro-benzenesulfonyl)-4-[(thymin-1-yl)-acetyl]-piperazin-2-one). The yield is 91.3%. As a reaction SMILES: Cl.[Cl:2][C:3]1[CH:8]=[C:7]([CH3:9])[C:6]([S:10]([N:13]2[CH2:18][CH2:17][NH:16][CH2:15][C:14]2=[O:19])(=[O:12])=[O:11])=[C:5]([N+:20]([O-:22])=[O:21])[CH:4]=1.[N:23]1([CH2:32][C:33](O)=[O:34])[CH:31]=[C:29]([CH3:30])[C:27](=[O:28])[NH:26][C:24]1=[O:25]>>[Cl:2][C:3]1[CH:8]=[C:7]([CH3:9])[C:6]([S:10]([N:13]2[CH2:18][CH2:17][N:16]([C:33](=[O:34])[CH2:32][N:23]3[CH:31]=[C:29]([CH3:30])[C:27](=[O:28])[NH:26][C:24]3=[O:25])[CH2:15][C:14]2=[O:19])(=[O:11])=[O:12])=[C:5]([N+:20]([O-:22])=[O:21])[CH:4]=1 |f:0.1|. Procedure: The title compound (913 mg, 91%) was synthesized by reaction of 1-(4-chloro-6-methyl-2-nitro-benzenesulfonyl)-piperazin-2-one HCl salt (740 mg, 2.0 mmol) with (thymin-1-yl)-acetic acid (368 mg, 2.0 mmol) as per the procedure of example 64. 1H-NMR (500 MHz; DMSO-d6) δ 11.34 (s, 0.6H), 11.32 (s, 0.4H), 8.19 (s, 1H), 7.95 (s, 1H), 7.34 (s, 0.6H), 7.28 (s, 0.4H), 4.67 (s, 1.2H), 4.59 (s, 0.8H), 4.40 (s, 0.8H), 4.26 (s, 1.2H), 3.99 (m, 1.2H), 3.92 (m, 1.2H), 3.82 (s, 1.6H), 2.64 (s, 3H), 1.74 (s, 3H)... The product is N[C@H](CC1=CC=CC=C1)C(=O)N[C@@H](COC(C)(C)C)C(=O)OC(C)(C)C.Cl (H-D-Phe-Ser(tBu)-OtBu.HCl). Reported procedure: 22.0 g of Z-Phe-Ser(tBu)-OtBu are dissolved in methanol and catalytically (Pd/carbon) hydrogenated at pH 4.5 with the addition of methanolic hydrochloric acid by means of an autotitrator. After the hydrogenation is complete, the catalyst is filtered off with suction through kieselguhr, and the filtrate is concentrated. The residue is triturated with diethyl ether. The substance solidifies and can be filtered off with suction. Run in CO (methanol). Reagents/catalysts: [Pd].[C] (Pd carbon). The reactants are N([C@@H](CC1=CC=CC=C1)C(=O)N[C@@H](COC(C)(C)C)C(=O)OC(C)(C)C)C(=O)OCC1=CC=CC=C1 (Z-Phe-Ser(tBu)-OtBu), Cl (hydrochloric acid). RXN SMILES: [NH:1](C(OCC1C=CC=CC=1)=O)[C@H:2]([C:10]([NH:12][C@H:13]([C:20]([O:22][C:23]([CH3:26])([CH3:25])[CH3:24])=[O:21])[CH2:14][O:15][C:16]([CH3:19])([CH3:18])[CH3:17])=[O:11])[CH2:3][C:4]1[CH:9]=[CH:8][CH:7]=[CH:6][CH:5]=1.[ClH:37]>CO.[Pd].[C]>[NH2:1][C@@H:2]([C:10]([NH:12][C@H:13]([C:20]([O:22][C:23]([CH3:26])([CH3:25])[CH3:24])=[O:21])[CH2:14][O:15][C:16]([CH3:19])([CH3:17])[CH3:18])=[O:11])[CH2:3][C:4]1[CH:9]=[CH:8][CH:7]=[CH:6][CH:5]=1.[ClH:37] |f:3.4,5.6|. Starting materials: COC(=O)[C@H]1NC[C@@H](C1)S(=O)(=O)C1=C(C=CC=C1)C(F)(F)F ((2S,4R)-4-(2-trifluoromethyl-benzenesulfonyl)-pyrrolidine-2-carboxylic acid methyl ester), C(C)(C)(C)OC(CC(=O)C1CC1)=O (3-cyclopropyl-3-oxo-propionic acid tert-butyl ester). Yields the product COC(=O)[C@H]1N(C[C@@H](C1)S(=O)(=O)C1=C(C=CC=C1)C(F)(F)F)C(CC(=O)C1CC1)=O ((2S,4R)-1-(3-Cyclopropyl-3-oxo-propionyl)-4-(2-trifluoromethyl-benzenesulfonyl)-pyrrolidine-2-carboxylic acid methyl ester). Reaction SMILES: [CH3:1][O:2][C:3]([C@@H:5]1[CH2:9][C@@H:8]([S:10]([C:13]2[CH:18]=[CH:17][CH:16]=[CH:15][C:14]=2[C:19]([F:22])([F:21])[F:20])(=[O:12])=[O:11])[CH2:7][NH:6]1)=[O:4].C([O:27][C:28](=O)[CH2:29][C:30]([CH:32]1[CH2:34][CH2:33]1)=[O:31])(C)(C)C>>[CH3:1][O:2][C:3]([C@@H:5]1[CH2:9][C@@H:8]([S:10]([C:13]2[CH:18]=[CH:17][CH:16]=[CH:15][C:14]=2[C:19]([F:22])([F:20])[F:21])(=[O:11])=[O:12])[CH2:7][N:6]1[C:28](=[O:27])[CH2:29][C:30]([CH:32]1[CH2:34][CH2:33]1)=[O:31])=[O:4]. Reported procedure: In analogy to the procedure described in example 192f, (2S,4R)-4-(2-trifluoromethyl-benzenesulfonyl)-pyrrolidine-2-carboxylic acid methyl ester (example 192e) was reacted with 3-cyclopropyl-3-oxo-propionic acid tert-butyl ester (CAS Reg. No. 134302-07-1) to give the title compound as brown oil. MS (ESI): m/z=448.1 [M+H]+. The reactants are CC1=C(C(=NO1)C1=CC=CC=C1)C(=O)NN (5-methyl-3-phenyl-isoxazole-4-carboxylic acid hydrazide), N1=CC=CC2=CC=CC(=C12)C(=O)O (quinoline-8-carboxylic acid). The product is CC1=C(C(=NO1)C1=CC=CC=C1)C1=NN=C(O1)C=1C=CC=C2C=CC=NC12 (8-[5-(5-Methyl-3-phenyl-isoxazol-4-yl)-[1,3,4]oxadiazol-2-yl]-quinoline). The yield is 49.0%. RXN SMILES: [CH3:1][C:2]1[O:6][N:5]=[C:4]([C:7]2[CH:12]=[CH:11][CH:10]=[CH:9][CH:8]=2)[C:3]=1[C:13]([NH:15][NH2:16])=[O:14].[N:17]1[C:26]2[C:21](=[CH:22][CH:23]=[CH:24][C:25]=2[C:27](O)=O)[CH:20]=[CH:19][CH:18]=1>>[CH3:1][C:2]1[O:6][N:5]=[C:4]([C:7]2[CH:12]=[CH:11][CH:10]=[CH:9][CH:8]=2)[C:3]=1[C:13]1[O:14][C:27]([C:25]2[CH:24]=[CH:23][CH:22]=[C:21]3[C:26]=2[N:17]=[CH:18][CH:19]=[CH:20]3)=[N:16][N:15]=1. Procedure: As described for example 2, 5-methyl-3-phenyl-isoxazole-4-carboxylic acid hydrazide (200 mg, 0.92 mmol) was converted using quinoline-8-carboxylic acid instead of o-toluic acid to the title compound (SiO2, heptane:ethyl acetate=80:20 to 50:50, 160 mg, 49%) which was obtained as a white solid. MS: m/e=355.2 [M+H]+. The reactants are NC1=C2C(=NC=N1)N(N=C2I)C(C)C=2C(=C(C(=C(C2)Cl)C)C=2C=CC(=NC2)C(=O)N(C)C)OCC (5-{3-[1-(4-Amino-3-iodo-1H-pyrazolo[3,4-d]pyrimidin-1-yl)ethyl]-5-chloro-2-ethoxy-6-methylphenyl}-N,N-dimethylpyridine-2-carboxamide), NC1=C2C(=NC=N1)N(N=C2I)C(C)C=2C(=C(C(=C(C2)Cl)C)C=2C=CC(=NC2)C(=O)N(C)C)OCC (5-{3-[1-(4-Amino-3-iodo-1H-pyrazolo[3,4-d]pyrimidin-1-yl)ethyl]-5-chloro-2-ethoxy-6-methylphenyl}-N,N-dimethylpyridine-2-carboxamide), [Cu](C#N)C#N (copper cyanide). The solvent is CN(C=O)C (N,N-dimethylformamide). Conditions: temperature 120 celsius. The product is NC1=C2C(=NC=N1)N(N=C2C#N)C(C)C=2C(=C(C(=C(C2)Cl)C)C=2C=CC(=NC2)C(=O)N(C)C)OCC (5-{3-[1-(4-amino-3-cyano-1H-pyrazolo[3,4-d]pyrimidin-1-yl)ethyl]-5-chloro-2-ethoxy-6-methylphenyl}-N,N-dimethylpyridine-2-carboxamide). As a reaction SMILES: [NH2:1][C:2]1[N:7]=[CH:6][N:5]=[C:4]2[N:8]([CH:12]([C:14]3[C:15]([O:33][CH2:34][CH3:35])=[C:16]([C:22]4[CH:23]=[CH:24][C:25]([C:28]([N:30]([CH3:32])[CH3:31])=[O:29])=[N:26][CH:27]=4)[C:17]([CH3:21])=[C:18]([Cl:20])[CH:19]=3)[CH3:13])[N:9]=[C:10](I)[C:3]=12.[Cu](C#N)[C:37]#[N:38]>CN(C)C=O>[NH2:1][C:2]1[N:7]=[CH:6][N:5]=[C:4]2[N:8]([CH:12]([C:14]3[C:15]([O:33][CH2:34][CH3:35])=[C:16]([C:22]4[CH:23]=[CH:24][C:25]([C:28]([N:30]([CH3:32])[CH3:31])=[O:29])=[N:26][CH:27]=4)[C:17]([CH3:21])=[C:18]([Cl:20])[CH:19]=3)[CH3:13])[N:9]=[C:10]([C:37]#[N:38])[C:3]=12. Procedure: A mixture of 5-{3-[1-(4-amino-3-iodo-1H-pyrazolo[3,4-d]pyrimidin-1-yl)ethyl]-5-chloro-2-ethoxy-6-methylphenyl}-N,N-dimethylpyridine-2-carboxamide (13 mg, 0.021 mmol, racemic intermediate from Example 15) and copper cyanide (12 mg, 0.13 mmol) in N,N-dimethylformamide (0.2 mL) was heated at 120° C. overnight. The mixture was filtered and purified on RP-HPLC (XBridge C18 column, eluting with a gradient of acetonitrile/water containing 0.1% ammonium hydroxide, at flow rate of 30 mL/min) to give the ... Starting materials: O=C([O-])O, CCOc1nc2cccc(C(=O)OC(C)OC(=O)OC3CCCCC3)c2n1Cc1ccc(-c2ccccc2-c2nnnn2C(c2ccccc2)(c2ccccc2)c2ccccc2)cc1, ClCCl, CO, CCOC(C)=O, Cl, [Na+], O. Product: CCOc1nc2cccc(C(=O)OC(C)OC(=O)OC3CCCCC3)c2n1Cc1ccc(-c2ccccc2-c2nnn[nH]2)cc1. RXN SMILES: [C:68](=[O:69])([O-:70])[OH:71].[CH2:1]([CH3:2])[O:3][c:4]1[n:5][c:6]2[c:7]([n:8]1[CH2:9][c:10]1[cH:11][cH:12][c:13](-[c:16]3[c:17](-[c:22]4[n:23][n:24][n:25][n:26]4[C:27]([c:28]4[cH:29][cH:30][cH:31][cH:32][cH:33]4)([c:34]4[cH:35][cH:36][cH:37][cH:38][cH:39]4)[c:40]4[cH:41][cH:42][cH:43][cH:44][cH:45]4)[cH:18][cH:19][cH:20][cH:21]3)[cH:14][cH:15]1)[c:46]([C:50](=[O:51])[O:52][CH:53]([CH3:54])[O:55][C:56](=[O:57])[O:58][CH:59]1[CH2:60][CH2:61][CH2:62][CH2:63][CH2:64]1)[cH:47][cH:48][cH:49]2.[CH2:73]([Cl:74])[Cl:75].[CH3:65][OH:66].[CH3:76][CH2:77][O:78][C:79](=[O:80])[CH3:81].[ClH:67].[Na+:72].[OH2:82]>>[CH2:1]([CH3:2])[O:3][c:4]1[n:5][c:6]2[c:7]([n:8]1[CH2:9][c:10]1[cH:11][cH:12][c:13](-[c:16]3[c:17](-[c:22]4[nH:23][n:24][n:25][n:26]4)[cH:18][cH:19][cH:20][cH:21]3)[cH:14][cH:15]1)[c:46]([C:50](=[O:51])[O:52][CH:53]([CH3:54])[O:55][C:56](=[O:57])[O:58][CH:59]1[CH2:60][CH2:61][CH2:62][CH2:63][CH2:64]1)[cH:47][cH:48][cH:49]2.